This data is from the Open Reaction Database (ORD), a public repository of structured organic reaction records. The task is: describe an organic reaction: reactants, conditions, products, and yield The reactants are COC1=CC=C(C=C1)[Mg]Br (4-methoxyphenyl magnesium bromide), C1OC=2C=C(C=CC2O1)C1=C(C(C2=CC=CC=C12)=O)C(=O)OCC (ethyl 3-(3,4-methylenedioxyphenyl)1-oxoindene-2-carboxylate), OC1(C(=C(C2=CC=CC=C12)C1=CC2=C(C=C1)OCO2)C(=O)OCC)C2=C(C=CC=C2)OC (Ethyl (1RS) 1-Hydroxy-1-(methoxyphenyl)-3-(3,4-methylenedioxyphenyl)indene-2-carboxylate), BrC1=CC=C(C=C1)OC (4-bromoanisole), [Mg] (magnesium). Solvent: CCOCC.C1CCOC1 (Et2O THF), CCOCC.C1CCOC1 (Et2O THF). Reaction conditions: time 30 minute. Yields the product COC1=CC=C(C=C1)C1C(C(C2=CC=CC=C12)C1=CC2=C(C=C1)OCO2)C(=O)O ((1RS,2SR,3SR)-1-(4-Methoxyphenyl)-3-(3,4-methylenedioxyphenyl)indane-2-carboxylic acid). Isolated yield 80.0%. As a reaction SMILES: O[C:2]1(C2C=CC=CC=2OC)[C:10]2[C:5](=[CH:6][CH:7]=[CH:8][CH:9]=2)[C:4]([C:11]2[CH:16]=[CH:15][C:14]3[O:17][CH2:18][O:19][C:13]=3[CH:12]=2)=[C:3]1[C:20]([O:22]CC)=[O:21].Br[C:34]1[CH:39]=[CH:38][C:37]([O:40][CH3:41])=[CH:36][CH:35]=1.[Mg].COC1C=CC([Mg]Br)=CC=1.C1OC2C=CC(C3C4C(=CC=CC=4)C(=O)C=3C(OCC)=O)=CC=2O1>CCOCC.C1COCC1>[CH3:41][O:40][C:37]1[CH:38]=[CH:39][C:34]([CH:2]2[C:6]3[C:5](=[CH:10][CH:9]=[CH:8][CH:7]=3)[CH:4]([C:11]3[CH:12]=[CH:13][C:14]4[O:17][CH2:18][O:19][C:15]=4[CH:16]=3)[CH:3]2[C:20]([OH:22])=[O:21])=[CH:35][CH:36]=1 |f:5.6|. Procedure: Ethyl (1RS) 1-Hydroxy-1-(methoxyphenyl)-3-(3,4-methylenedioxyphenyl)indene-2-carboxylate, A solution of 4-bromoanisole (0.89 g, 5.0 mmol) in 9:1 Et2O/THF (10 ml) was added to magnesium turnings (0.105 g, 5.0 mmol), and the resulting mixture was allowed to stir for 30 min. The resultant 4-methoxyphenyl magnesium bromide was added dropwise to a solution of ethyl 3-(3,4-methylenedioxyphenyl)1-oxoindene-2-carboxylate (0.77 g, 2.4 mmol) in 10: 1 Et2O/ THF (55 ml) at 0° C. The resulting mixture was st... Starting materials: Fc1ccccc1CBr, [K+], [K+], O=C([O-])[O-], CN(C)C=O, O=Cc1cccc(O)c1. The product is O=Cc1cccc(OCc2ccccc2F)c1. RXN SMILES: [Br:1][CH2:2][c:3]1[c:4]([F:9])[cH:5][cH:6][cH:7][cH:8]1.[K+:19].[K+:20].[O-:21][C:22]([O-:23])=[O:24].[O:25]=[CH:26][N:27]([CH3:28])[CH3:29].[OH:10][c:11]1[cH:12][c:13]([CH:14]=[O:15])[cH:16][cH:17][cH:18]1>>[CH2:2]([c:3]1[c:4]([F:9])[cH:5][cH:6][cH:7][cH:8]1)[O:10][c:11]1[cH:12][c:13]([CH:14]=[O:15])[cH:16][cH:17][cH:18]1. Starting materials: [N+](=O)([O-])C1=CC=C(C(=O)O[C@]2([C@@H](C2)CCCC=C)C)C=C1 ((1R,2R)-1-methyl-2-(pent-4-en-1-yl)cyclopropyl 4-nitrobenzoate), C(=O)([O-])[O-].[K+].[K+] (K2CO3). Solvent: CO (MeOH). Run at time 1 hour. The product is C[C@@]1([C@@H](C1)CCCC=C)O ((1R,2R)-1-methyl-2-(pent-4-en-1-yl)cyclopropanol). Reaction SMILES: [N+](C1C=CC(C([O:10][C@:11]2([CH3:19])[CH2:13][C@H:12]2[CH2:14][CH2:15][CH2:16][CH:17]=[CH2:18])=O)=CC=1)([O-])=O.C([O-])([O-])=O.[K+].[K+]>CO>[CH3:19][C@@:11]1([OH:10])[CH2:13][C@H:12]1[CH2:14][CH2:15][CH2:16][CH:17]=[CH2:18] |f:1.2.3|. Procedure details: To a solution of 1,6-heptadiene (19.65 g, 204 mmol), in THF (341 ml) was added EtOAc (6.67 ml, 68.1 mmol), and chlorotitanium triisopropoxide (68.1 ml, 68.1 mmol). Cyclohexylmagnesium chloride (2M, 153 ml, 306 mmol) was then added slowly over 2 hours. After an additional 1 hour of stirring at RT, the reaction mixture was filtered through CELITE. The filtrate was then concentrated in vacuo and purified on SiO2 (15% EtOAc/hexanes) to yield the title compound as a mixture of enantiomers. To a solut... Starting materials: C1(CC1)NC(=O)C=1C=C(C=CC1)C1=CC=C(C=C1)C(C(C)C)(C=1N=CN(C1)C(C1=CC=CC=C1)(C1=CC=CC=C1)C1=CC=CC=C1)O (N-cyclopropyl-4′-[1-hydroxy-2-methyl-1-(1-trityl-1H-imidazol-4-yl)propyl][1,1′-biphenyl]-3-carboxamide), Cl.N1=CC=CC=C1 (pyridine hydrochloride). Product: C1(CC1)NC(=O)C=1C=C(C=CC1)C1=CC=C(C=C1)C(C(C)C)(C=1N=CNC1)O (N-cyclopropyl-4′-[1-hydroxy-1-(1H-imidazol-4-yl)-2-methylpropyl][1,1′-biphenyl]-3-carboxamide). Isolated yield 29.0%. Reaction SMILES: [CH:1]1([NH:4][C:5]([C:7]2[CH:8]=[C:9]([C:13]3[CH:18]=[CH:17][C:16]([C:19]([OH:47])([C:23]4[N:24]=[CH:25][N:26](C(C5C=CC=CC=5)(C5C=CC=CC=5)C5C=CC=CC=5)[CH:27]=4)[CH:20]([CH3:22])[CH3:21])=[CH:15][CH:14]=3)[CH:10]=[CH:11][CH:12]=2)=[O:6])[CH2:3][CH2:2]1.Cl.N1C=CC=CC=1>>[CH:1]1([NH:4][C:5]([C:7]2[CH:8]=[C:9]([C:13]3[CH:18]=[CH:17][C:16]([C:19]([OH:47])([C:23]4[N:24]=[CH:25][NH:26][CH:27]=4)[CH:20]([CH3:22])[CH3:21])=[CH:15][CH:14]=3)[CH:10]=[CH:11][CH:12]=2)=[O:6])[CH2:3][CH2:2]1 |f:1.2|. Procedure: By the reaction in the same manner as in Example 4-(iii) using N-cyclopropyl-4′-[1-hydroxy-2-methyl-1-(1-trityl-1H-imidazol-4-yl)propyl][1,1′-biphenyl]-3-carboxamide (2.13 g) and pyridine hydrochloride (650 mg), the title compound (375 mg) was obtained as colorless powder crystals. The reactants are O=C([O-])O, CCOP(=O)(Cc1c(C(=O)N(CC(C)C)C2CC(C(=O)N3CCOCC3)CN(C(=O)OC(C)(C)C)C2)nnn1-c1ccccc1F)OCC, C1CCOC1, [H-], [Na+], [Na+], O=Cc1nccs1. Yields the product CC(C)CN(C(=O)c1nnn(-c2ccccc2F)c1C=Cc1nccs1)C1CC(C(=O)N2CCOCC2)CN(C(=O)OC(C)(C)C)C1. RXN SMILES: [C:64](=[O:65])([O-:66])[OH:67].[CH2:1]([O:2][P:3]([O:4][CH2:5][CH3:6])(=[O:7])[CH2:9][c:10]1[c:11]([C:22](=[O:23])[N:24]([CH:25]2[CH2:26][N:27]([C:39](=[O:40])[O:41][C:42]([CH3:43])([CH3:44])[CH3:45])[CH2:28][CH:29]([C:31](=[O:32])[N:33]3[CH2:34][CH2:35][O:36][CH2:37][CH2:38]3)[CH2:30]2)[CH2:46][CH:47]([CH3:48])[CH3:49])[n:12][n:13][n:14]1-[c:15]1[c:16]([F:21])[cH:17][cH:18][cH:19][cH:20]1)[CH3:8].[CH2:59]1[O:60][CH2:61][CH2:62][CH2:63]1.[H-:57].[Na+:58].[Na+:68].[s:50]1[c:51]([CH:55]=[O:56])[n:52][cH:53][cH:54]1>>[CH:9]([c:10]1[c:11]([C:22](=[O:23])[N:24]([CH:25]2[CH2:26][N:27]([C:39](=[O:40])[O:41][C:42]([CH3:43])([CH3:44])[CH3:45])[CH2:28][CH:29]([C:31](=[O:32])[N:33]3[CH2:34][CH2:35][O:36][CH2:37][CH2:38]3)[CH2:30]2)[CH2:46][CH:47]([CH3:48])[CH3:49])[n:12][n:13][n:14]1-[c:15]1[c:16]([F:21])[cH:17][cH:18][cH:19][cH:20]1)=[CH:55][c:51]1[s:50][cH:54][cH:53][n:52]1. The reactants are C(=O)([O-])[O-].[Na+].[Na+] (Na2CO3), [C-]#N.[K+] (potassium cyanide), C(=C)C1=NC=CC=C1 (2-vinylpyridine). Solvent: O (water), C(C)(=O)OC(C)=O (acetic anhydrid). Run at temperature 105 celsius. The product is N1=C(C=CC=C1)CCC#N (3-(2-Pyridinyl)propionitrile). Reaction SMILES: [C-:1]#[N:2].[K+].[CH:4]([C:6]1[CH:11]=[CH:10][CH:9]=[CH:8][N:7]=1)=[CH2:5].C([O-])([O-])=O.[Na+].[Na+]>O.C(OC(=O)C)(=O)C>[N:7]1[CH:8]=[CH:9][CH:10]=[CH:11][C:6]=1[CH2:4][CH2:5][C:1]#[N:2] |f:0.1,3.4.5|. Procedure details: 3-(2-Pyridinyl)propionitrile is prepared in this example using the procedure of V. Boekelheide, et al., J. Am. Chem. Soc., 75, 3243 (1953). A solution of potassium cyanide (83.74 g) in water (160 ml) is added to a solution of freshly distilled 2-vinylpyridine (67.59 g) in acetic anhydrid (131.30 g) with the rate of addition adjusted to maintain gentle refluxing. When the addition is complete, the resulting dark red mixture is heated for about 17 hours at 105° C. in an oil bath with vigorous stir...